Dataset: the Open Reaction Database (ORD), a public repository of structured organic reaction records. Task: describe an organic reaction: reactants, conditions, products, and yield The reactants are C(=O)=O (dry ice), C(C)(C)(C)OC(NC1=NC(=CC=C1)C)=O ((6-Methyl-pyridin-2-yl)-carbamic acid tert-butyl ester), solution, C(C)(C)[N-]C(C)C.[Li+] (lithium diisopropylamide). Solvent: C1CCOC1 (THF), C1CCOC1.CCCCCCC.C(C)C1=CC=CC=C1 (THF heptane ethylbenzene). Reaction conditions: temperature -20 celsius, time 1 hour. Yields the product C(C)(C)(C)OC(=O)NC1=CC=CC(=N1)CC(=O)O ((6-tert-butoxycarbonylamino-pyridin-2-yl)-acetic acid). Reaction SMILES: [C:1]([O:5][C:6](=[O:15])[NH:7][C:8]1[CH:13]=[CH:12][CH:11]=[C:10]([CH3:14])[N:9]=1)([CH3:4])([CH3:3])[CH3:2].C([N-]C(C)C)(C)C.[Li+].[C:24](=[O:26])=[O:25]>C1COCC1.C1COCC1.CCCCCCC.C(C1C=CC=CC=1)C>[C:1]([O:5][C:6]([NH:7][C:8]1[N:9]=[C:10]([CH2:14][C:24]([OH:26])=[O:25])[CH:11]=[CH:12][CH:13]=1)=[O:15])([CH3:4])([CH3:3])[CH3:2] |f:1.2,5.6.7|. Procedure: (6-Methyl-pyridin-2-yl)-carbamic acid tert-butyl ester (1.04 g, Pitts, J. Med. Chem., 43, 2000, 27) under an argon atmosphere in THF (40 mL) was cooled to −20° C. and treated dropwise at −20° C. with 5.5 mL of a 2 M solution of lithium diisopropylamide in THF/heptane/ethylbenzene (Fluka). The solution was stirred 1 h at −20° C., cooled to −70° C. and then treated with an access of dry ice. The mixture was allowed to warm to 10° C. and partitioned between aqueous 1N HCl and AcOEt, the layers were... Reactants: C(C1=CC=CC=C1)OC(=O)N1CC2CCC(C2CC1)=O (3-benzyloxycarbonyl-7-oxo-3-azabicyclo[4.3.0]nonane), C1(=CC=CC=C1)P(C1=C(C2=CC=CC=C2C=C1)C1=C(C=CC2=CC=CC=C12)P(C1=CC=CC=C1)C1=CC=CC=C1)C1=CC=CC=C1 (BINAP), [Cl-].[NH4+] (ammonium chloride), BrC1=C(C=CC=C1)F (o-bromofluorobenzene), CC(C)([O-])C.[Na+] (sodium tert-butoxide). Reaction conditions: time 15 minute. Reported procedure: After adding 191 mg of 3-benzyloxycarbonyl-7-oxo-3-azabicyclo[4.3.0]nonane, 16 mg of palladium acetate and 104 mg of BINAP (2,2′-bis(diphenylphosphino)-1,1′-binaphthyl) to 3 ml of toluene under a nitrogen atmosphere, the mixture was stirred for 15 minutes, and then 245 mg of o-bromofluorobenzene, 134 mg of sodium tert-butoxide and 6 ml of toluene were added and the mixture was stirred overnight at 100° C. Saturated aqueous ammonium chloride solution was added to the reaction solution and extract... Yields the product C(C1=CC=CC=C1)OC(=O)N1CC2CC(C(C2CC1)=O)C1=C(C=CC=C1)F (3-benzyloxycarbonyl-8-(2-fluorophenyl)-7-oxo-3-azabicyclo[4.3.0]nonane). The reagents and catalysts are C(C)(=O)[O-].[Pd+2].C(C)(=O)[O-] (palladium acetate). Isolated yield 51.8%. As a reaction SMILES: [CH2:1]([O:8][C:9]([N:11]1[CH2:19][CH2:18][CH:17]2[CH:13]([CH2:14][CH2:15][C:16]2=[O:20])[CH2:12]1)=[O:10])[C:2]1[CH:7]=[CH:6][CH:5]=[CH:4][CH:3]=1.C1(P(C2C=CC=CC=2)C2C=CC3C(=CC=CC=3)C=2C2C3C(=CC=CC=3)C=CC=2P(C2C=CC=CC=2)C2C=CC=CC=2)C=CC=CC=1.Br[C:68]1[CH:73]=[CH:72][CH:71]=[CH:70][C:69]=1[F:74].CC(C)([O-])C.[Na+].[Cl-].[NH4+]>C([O-])(=O)C.[Pd+2].C([O-])(=O)C.C(OCC)(=O)C.C1(C)C=CC=CC=1>[CH2:1]([O:8][C:9]([N:11]1[CH2:19][CH2:18][CH:17]2[CH:13]([CH2:14][CH:15]([C:68]3[CH:73]=[CH:72][CH:71]=[CH:70][C:69]=3[F:74])[C:16]2=[O:20])[CH2:12]1)=[O:10])[C:2]1[CH:7]=[CH:6][CH:5]=[CH:4][CH:3]=1 |f:3.4,5.6,7.8.9|. Solvent: C1(=CC=CC=C1)C (toluene), C1(=CC=CC=C1)C (toluene), C(C)(=O)OCC (ethyl acetate). The reactants are CI, O=C1CCN(C2CCCCC2)c2nc(Cl)ncc2N1, [H-], [Na+]. Product: CN1C(=O)CCN(C2CCCCC2)c2nc(Cl)ncc21. RXN SMILES: [CH3:20][I:21].[Cl:1][c:2]1[n:3][cH:4][c:5]2[c:11]([n:12]1)[N:10]([CH:13]1[CH2:14][CH2:15][CH2:16][CH2:17][CH2:18]1)[CH2:9][CH2:8][C:7](=[O:19])[NH:6]2.[H-:22].[Na+:23]>>[Cl:1][c:2]1[n:3][cH:4][c:5]2[c:11]([n:12]1)[N:10]([CH:13]1[CH2:14][CH2:15][CH2:16][CH2:17][CH2:18]1)[CH2:9][CH2:8][C:7](=[O:19])[N:6]2[CH3:20]. Run at time 10 minute. The product is ClC1=CC=C(C=C1)S(=O)(=O)N(C1C(NCCCC1)=O)CC1=CC=C(C=C1)C1=NOC(=N1)COC(C)=O (acetic acid 3-(4-{[(4-chloro-benzenesulfonyl)-(2-oxo-azepan-3-yl)-amino]-methyl}-phenyl)-[1,2,4]oxadiazol-5-ylmethyl ester). Isolated yield 28.1%. Procedure: To a solution of acetoxyacetic acid (0.13 g, 1.10 mmol) in 5 ml dimethylformamide were added 1,1′-carbonyl-diimidazole (0.18 g, 1.10 mmol). The mixture was stirred at room temperature for 10 minutes, heated to 40° C. for a few minutes and cooled to room temperature. 4-{[(4-Chloro-benzenesulfonyl)-(2-oxo-azepan-3-yl)-amino]-methyl}-N-hydroxy-benzamidine (0.45 g, 1.00 mmol) was added and the mixture was stirred at 100° C. for 5 hours and then poured into water. Filtration and chromatography on sil... Run in CN(C=O)C (dimethylformamide). As a reaction SMILES: [C:1]([O:4][CH2:5][C:6]([OH:8])=O)(=[O:3])[CH3:2].C(N1C=CN=C1)(N1C=CN=C1)=O.[Cl:21][C:22]1[CH:27]=[CH:26][C:25]([S:28]([N:31]([CH2:40][C:41]2[CH:50]=[CH:49][C:44]([C:45]([NH:47]O)=[NH:46])=[CH:43][CH:42]=2)[CH:32]2[CH2:38][CH2:37][CH2:36][CH2:35][NH:34][C:33]2=[O:39])(=[O:30])=[O:29])=[CH:24][CH:23]=1.O>CN(C)C=O>[Cl:21][C:22]1[CH:27]=[CH:26][C:25]([S:28]([N:31]([CH2:40][C:41]2[CH:42]=[CH:43][C:44]([C:45]3[N:46]=[C:6]([CH2:5][O:4][C:1](=[O:3])[CH3:2])[O:8][N:47]=3)=[CH:49][CH:50]=2)[CH:32]2[CH2:38][CH2:37][CH2:36][CH2:35][NH:34][C:33]2=[O:39])(=[O:29])=[O:30])=[CH:24][CH:23]=1. The reactants are C(C)(=O)OCC(=O)O (acetoxyacetic acid), C(=O)(N1C=NC=C1)N1C=NC=C1 (1,1′-carbonyl-diimidazole), O (water), ClC1=CC=C(C=C1)S(=O)(=O)N(C1C(NCCCC1)=O)CC1=CC=C(C(=N)NO)C=C1 (4-{[(4-Chloro-benzenesulfonyl)-(2-oxo-azepan-3-yl)-amino]-methyl}-N-hydroxy-benzamidine). Reactants: ClC(C1=CC(=C(C(=N1)C(F)(F)F)C(=O)OCC)O)(F)F (Ethyl 6-(chlorodifluoromethyl)-4-hydroxy-2-(trifluoromethyl)-3-pyridinecarboxylate), C(=O)([O-])[O-].[K+].[K+] (K2CO3), C(C)I (ethyl iodide). Solvent: CC(=O)C (acetone). Yields the product ClC(C1=CC(=C(C(=N1)C(F)(F)F)C(=O)OCC)OCC)(F)F (Ethyl 6-(chlorodifluoromethyl)-4-ethoxy-2-(trifluoromethyl)-3-pyridinecarboxylate). Isolated yield 82.2%. As a reaction SMILES: [Cl:1][C:2]([F:20])([F:19])[C:3]1[N:8]=[C:7]([C:9]([F:12])([F:11])[F:10])[C:6]([C:13]([O:15][CH2:16][CH3:17])=[O:14])=[C:5]([OH:18])[CH:4]=1.C([O-])([O-])=O.[K+].[K+].[CH2:27](I)[CH3:28]>CC(C)=O>[Cl:1][C:2]([F:19])([F:20])[C:3]1[N:8]=[C:7]([C:9]([F:12])([F:10])[F:11])[C:6]([C:13]([O:15][CH2:16][CH3:17])=[O:14])=[C:5]([O:18][CH2:27][CH3:28])[CH:4]=1 |f:1.2.3|. Procedure: This product was prepared as described in Example 8, 25. g (0.080 mol) of product of Example 5, 14.3 g (0.103 mol) of K2CO3, 37.5 ml (0.470 mol) of ethyl iodide in 100 ml of acetone were reacted affording 22.86 g of oil which was purified by HPLC using 3% ethyl acetate/cyclohexane as eluting solvent to give 14.73 g of solid. Crystallization in hot hexane gave 11.11 g (41.6%) of solid. A portion (0.98 g) of this solid was kugelrohr distilled at 29 Pa, pot temperature 70° C., to give 0.81 g of pro... Procedure details: The 3,4-dichloro-N-[2-oxocycloheptyl]propionanilide from Part C above is treated with sodium cyanoborohydride and dimethylamine-dimethylamine hydrochloride in methanol in the presence of 3A molecular sieves; the resulting mixture is worked up under basic pH conditions and the organic residue is chromatographed (column) on silica gel to isolate the cis isomer of 3,4-dichloro-N-[2-(dimethylamino)cycloheptyl]propionanilide. The product is ClCCC(=O)N(C1=CC=CC=C1)C1C(CC(CCC1)Cl)N(C)C (3,4-dichloro-N-[2-(dimethylamino)cycloheptyl]propionanilide). As a reaction SMILES: [Cl:1][CH2:2][CH2:3][C:4]([N:6]([CH:13]1[CH2:19][CH2:18][CH2:17][CH:16]([Cl:20])[CH2:15][C:14]1=O)[C:7]1[CH:12]=[CH:11][CH:10]=[CH:9][CH:8]=1)=[O:5].C([BH3-])#N.[Na+].[CH3:26][NH:27][CH3:28].Cl.CNC>CO>[Cl:1][CH2:2][CH2:3][C:4]([N:6]([CH:13]1[CH2:19][CH2:18][CH2:17][CH:16]([Cl:20])[CH2:15][CH:14]1[N:27]([CH3:28])[CH3:26])[C:7]1[CH:12]=[CH:11][CH:10]=[CH:9][CH:8]=1)=[O:5] |f:1.2,3.4.5|. Reactants: ClCCC(=O)N(C1=CC=CC=C1)C1C(CC(CCC1)Cl)=O (3,4-dichloro-N-[2-oxocycloheptyl]propionanilide), C(#N)[BH3-].[Na+] (sodium cyanoborohydride), CNC.Cl.CNC (dimethylamine dimethylamine hydrochloride), 3A. Solvent: CO (methanol).